From a dataset of the Open Reaction Database (ORD), a public repository of structured organic reaction records. describe an organic reaction: reactants, conditions, products, and yield The reactants are C(CCCCCC)OC1=CC=C(C=C1)N1C(=CC=C1C)C1=CC=C(O[C@@H](C(=O)OCC)CC2=CC=CC=C2)C=C1 (ethyl (2R)-2-{4-[1-(4-heptyloxyphenyl)-5-methyl-1H-pyrrol-2-yl]phenoxy}-3-phenylpropanoate), [OH-].[K+] (potassium hydroxide), Cl (hydrochloric acid). Run in C1CCOC1 (THF), CO (methanol). Reaction conditions: time 1 hour. Product: C(CCCCCC)OC1=CC=C(C=C1)N1C(=CC=C1C)C1=CC=C(O[C@@H](C(=O)O)CC2=CC=CC=C2)C=C1 ((2R)-2-{4-[1-(4-Heptyloxyphenyl)-5-methyl-1H-pyrrol-2-yl]phenoxy}-3-phenylpropanoic acid). The yield is 94.2%. As a reaction SMILES: [CH2:1]([O:8][C:9]1[CH:14]=[CH:13][C:12]([N:15]2[C:19]([CH3:20])=[CH:18][CH:17]=[C:16]2[C:21]2[CH:40]=[CH:39][C:24]([O:25][C@H:26]([CH2:32][C:33]3[CH:38]=[CH:37][CH:36]=[CH:35][CH:34]=3)[C:27]([O:29]CC)=[O:28])=[CH:23][CH:22]=2)=[CH:11][CH:10]=1)[CH2:2][CH2:3][CH2:4][CH2:5][CH2:6][CH3:7].[OH-].[K+].Cl>C1COCC1.CO>[CH2:1]([O:8][C:9]1[CH:10]=[CH:11][C:12]([N:15]2[C:19]([CH3:20])=[CH:18][CH:17]=[C:16]2[C:21]2[CH:22]=[CH:23][C:24]([O:25][C@H:26]([CH2:32][C:33]3[CH:38]=[CH:37][CH:36]=[CH:35][CH:34]=3)[C:27]([OH:29])=[O:28])=[CH:39][CH:40]=2)=[CH:13][CH:14]=1)[CH2:2][CH2:3][CH2:4][CH2:5][CH2:6][CH3:7] |f:1.2|. Reported procedure: To a mixed solution of ethyl (2R)-2-{4-[1-(4-heptyloxyphenyl)-5-methyl-1H-pyrrol-2-yl]phenoxy}-3-phenylpropanoate (235 mg, 0.435 mmol) in THF (7 ml) and methanol (7 ml) was added 1N aqueous potassium hydroxide solution (2 ml, 2 mmol) and the mixture was stirred for 1 hour at room temperature. The reaction solution was neutralized with 1N hydrochloric acid and extracted with ethyl acetate. The extract was washed with water, dried over magnesium sulfate anhydride and the solvent was removed under ... Reactants: O=C=NC1CCCC1, COc1cc2nc(N3CCNCC3)nc(N)c2cc1OC, C1COCCO1. Product: COc1cc2nc(N3CCN(C(=O)NC4CCCC4)CC3)nc(N)c2cc1OC. Reaction SMILES: [CH:22]1([N:27]=[C:28]=[O:29])[CH2:23][CH2:24][CH2:25][CH2:26]1.[N:1]1([c:7]2[n:8][c:9]3[cH:10][c:11]([O:20][CH3:21])[c:12]([O:18][CH3:19])[cH:13][c:14]3[c:15]([NH2:17])[n:16]2)[CH2:2][CH2:3][NH:4][CH2:5][CH2:6]1.[O:30]1[CH2:31][CH2:32][O:33][CH2:34][CH2:35]1>>[N:1]1([c:7]2[n:8][c:9]3[cH:10][c:11]([O:20][CH3:21])[c:12]([O:18][CH3:19])[cH:13][c:14]3[c:15]([NH2:17])[n:16]2)[CH2:2][CH2:3][N:4]([C:28]([NH:27][CH:22]2[CH2:23][CH2:24][CH2:25][CH2:26]2)=[O:29])[CH2:5][CH2:6]1. Procedure: A solution of 3.0 g of sodium nitrite in 18 ml of water is added dropwise to a solution of 10.0 g of 4-(4-aminophenoxy)-1-methyl-4-phenylpiperidine in 12 ml of concentrated hydrochloric acid and 30 ml of water at -10° C. The mixture is subsequently stirred at -5° C. for 45 minutes, 50 ml of 50% strength hypophosphorous acid are added dropwise at -5° C., and the reaction mixture is left to stand at 0° C. for 24 hours. It is rendered alkaline with 6 N sodium hydroxide solution, while cooling with ... The product is CN1CCC(CC1)(C1=CC=CC=C1)OC1=CC=CC=C1 (1-Methyl-4-phenoxy-4-phenylpiperidine). The reactants are N(=O)[O-].[Na+] (sodium nitrite), NC1=CC=C(OC2(CCN(CC2)C)C2=CC=CC=C2)C=C1 (4-(4-aminophenoxy)-1-methyl-4-phenylpiperidine), [OH-].[Na+] (sodium hydroxide), [PH2](=O)O (hypophosphorous acid). Reaction conditions: temperature -5 celsius, time 45 minute. As a reaction SMILES: N([O-])=O.[Na+].N[C:6]1[CH:25]=[CH:24][C:9]([O:10][C:11]2([C:18]3[CH:23]=[CH:22][CH:21]=[CH:20][CH:19]=3)[CH2:16][CH2:15][N:14]([CH3:17])[CH2:13][CH2:12]2)=[CH:8][CH:7]=1.[PH2](O)=O.[OH-].[Na+]>O.Cl>[CH3:17][N:14]1[CH2:15][CH2:16][C:11]([O:10][C:9]2[CH:24]=[CH:25][CH:6]=[CH:7][CH:8]=2)([C:18]2[CH:23]=[CH:22][CH:21]=[CH:20][CH:19]=2)[CH2:12][CH2:13]1 |f:0.1,4.5|. Solvent: O (water), Cl (hydrochloric acid), O (water). The reactants are ice water, C([O-])([O-])=O.[K+].[K+] (potassium carbonate), C(C)(=O)OCCC(CCCOC(C)=O)(CCC1=CC=C(C=C1)C(CCCCCCC)=O)NC(C)=O (3-acetamido-6-acetoxy-3-[2-(4-octanoylphenyl)ethyl]hexyl acetate). The solvent is FC(C(=O)O)(F)F (trifluoroacetic acid), C(C)[SiH](CC)CC (triethylsilane). Yields the product C(C)(=O)OCCC(CCCOC(C)=O)(CCC1=CC=C(C=C1)CCCCCCCC)NC(C)=O (3-Acetamido-6-acetoxy-3-[2-(4-octylphenyl)ethyl]hexyl acetate). Isolated yield 64.3%. RXN SMILES: [C:1]([O:4][CH2:5][CH2:6][C:7]([NH:32][C:33](=[O:35])[CH3:34])([CH2:15][CH2:16][C:17]1[CH:22]=[CH:21][C:20]([C:23](=O)[CH2:24][CH2:25][CH2:26][CH2:27][CH2:28][CH2:29][CH3:30])=[CH:19][CH:18]=1)[CH2:8][CH2:9][CH2:10][O:11][C:12](=[O:14])[CH3:13])(=[O:3])[CH3:2].C(=O)([O-])[O-].[K+].[K+]>FC(F)(F)C(O)=O.C([SiH](CC)CC)C>[C:1]([O:4][CH2:5][CH2:6][C:7]([NH:32][C:33](=[O:35])[CH3:34])([CH2:15][CH2:16][C:17]1[CH:22]=[CH:21][C:20]([CH2:23][CH2:24][CH2:25][CH2:26][CH2:27][CH2:28][CH2:29][CH3:30])=[CH:19][CH:18]=1)[CH2:8][CH2:9][CH2:10][O:11][C:12](=[O:14])[CH3:13])(=[O:3])[CH3:2] |f:1.2.3|. Procedure: To a solution of 3-acetamido-6-acetoxy-3-[2-(4-octanoylphenyl)ethyl]hexyl acetate (720 mg) in trifluoroacetic acid (15 ml), triethylsilane (0.53 ml) was added at room temperature. After stirring for an hour, the reaction solution was poured into ice-water and potassium carbonate was carefully added to the mixture to neutralize. The mixture was extracted with ethyl acetate and the extract was washed with water and a saturated brine and dried over anhydrous magnesium sulfate. The solvent was disti... The reactants are C(C=C)O[C@H]1[C@](C(CO)=O)([C@]2(C[C@@H]([C@@H]3[C@]4(CCC(C=C4CC[C@H]3[C@@H]2C1)=O)C)O)C)O (16α-allyloxy-11β,17,21-trihydroxypregn-4-ene-3,20-dione), 21-methanesulfonate, [Cl-].[Li+] (lithium chloride). Solvent: O (water), CN(C=O)C (dimethylformamide). Yields the product C(C=C)O[C@H]1[C@](C(CCl)=O)([C@]2(C[C@@H]([C@@H]3[C@]4(CCC(C=C4CC[C@H]3[C@@H]2C1)=O)C)O)C)O (16α-Allyloxy-21-chloro-11β,17-dihydroxypregn-4-ene-3,20-dione). Reaction SMILES: [CH2:1]([O:4][C@@H:5]1[CH2:25][C@@H:24]2[C@:11]([CH3:29])([CH2:12][C@H:13]([OH:28])[C@H:14]3[C@H:23]2[CH2:22][CH2:21][C:20]2[C@:15]3([CH3:27])[CH2:16][CH2:17][C:18](=[O:26])[CH:19]=2)[C@@:6]1([OH:30])[C:7](=[O:10])[CH2:8]O)[CH:2]=[CH2:3].[Cl-:31].[Li+]>CN(C)C=O.O>[CH2:1]([O:4][C@@H:5]1[CH2:25][C@@H:24]2[C@:11]([CH3:29])([CH2:12][C@H:13]([OH:28])[C@H:14]3[C@H:23]2[CH2:22][CH2:21][C:20]2[C@:15]3([CH3:27])[CH2:16][CH2:17][C:18](=[O:26])[CH:19]=2)[C@@:6]1([OH:30])[C:7](=[O:10])[CH2:8][Cl:31])[CH:2]=[CH2:3] |f:1.2|. Procedure details: A solution of 16α-allyloxy-11β,17,21-trihydroxypregn-4-ene-3,20-dione, 21-methanesulfonate (4.6 mmoles) in 60 ml of dimethylformamide is refluxed for 1 hour under nitrogen with 5 g of lithium chloride. The solution is cooled, diluted with water and filtered. The solid is dissolved in chloroform, washed with 5% hydrochloric acid, water, dried, and evaporated in vacuo to yield the title compound. The reactants are C(C)(=O)OCCC1C(C=C(C=C1)C(CCCCl)=O)(C)C (4-(4-chloro-1-oxobutyl)-2,2-dimethylphenethyl acetate), C1(=CC=CC=C1)C(O)(C1CCNCC1)C1=CC=CC=C1 (α,α-diphenyl-4-piperidinemethanol), C(O)([O-])=O.[K+] (potassium hydrogen carbonate), [I-].[K+] (potassium iodide). Solvent: O (water), C1(=CC=CC=C1)C (toluene), O (water), C1(=CC=CC=C1)C (toluene). The product is C(C)(=O)OCCC1C(C=C(C=C1)C(CCCN1CCC(CC1)C(C1=CC=CC=C1)(C1=CC=CC=C1)O)=O)(C)C (4-[4-[4-(hydroxydiphenylmethyl)-1-piperidinyl]-1-oxobutyl]-2,2-dimethylphenethyl acetate). As a reaction SMILES: [C:1]([O:4][CH2:5][CH2:6][CH:7]1[CH:12]=[CH:11][C:10]([C:13](=[O:18])[CH2:14][CH2:15][CH2:16]Cl)=[CH:9][C:8]1([CH3:20])[CH3:19])(=[O:3])[CH3:2].[C:21]1([C:27]([C:35]2[CH:40]=[CH:39][CH:38]=[CH:37][CH:36]=2)([CH:29]2[CH2:34][CH2:33][NH:32][CH2:31][CH2:30]2)[OH:28])[CH:26]=[CH:25][CH:24]=[CH:23][CH:22]=1.C(=O)([O-])O.[K+].[I-].[K+]>O.C1(C)C=CC=CC=1>[C:1]([O:4][CH2:5][CH2:6][CH:7]1[CH:12]=[CH:11][C:10]([C:13](=[O:18])[CH2:14][CH2:15][CH2:16][N:32]2[CH2:33][CH2:34][CH:29]([C:27]([OH:28])([C:21]3[CH:22]=[CH:23][CH:24]=[CH:25][CH:26]=3)[C:35]3[CH:40]=[CH:39][CH:38]=[CH:37][CH:36]=3)[CH2:30][CH2:31]2)=[CH:9][C:8]1([CH3:20])[CH3:19])(=[O:3])[CH3:2] |f:2.3,4.5|. Procedure details: Mix 4-(4-chloro-1-oxobutyl)-2,2-dimethylphenethyl acetate (99.5 g, 0.335 mol), α,α-diphenyl-4-piperidinemethanol (101.8 g, 0.335 mol), potassium hydrogen carbonate (83.8 g, 0.838 mol), potassium iodide (1.00 g, 0.006 mol), toluene (600 mL) and water (220 mL). Stir at reflux for 72 hours, add toluene (200 mL) and deionized water (100 mL). Filter through filter aid while at 80° C. and separate the organic phase. Dry (MgSO4), filter and purify by chromatography (ethyl acetate) to give 4-[4-[4-(hydr... Starting materials: O=C([O-])O, CNC, N#Cc1cc(NCc2cnccn2)n(-c2c(Cl)cc(C(F)(F)F)cc2Cl)n1, ClCCCl, O=S([O-])C(F)(F)F, [K+], [Na+], O, O=S(Cl)Cl, Cc1ccc(S(=O)(=O)O)cc1, Cc1ccc(S(=O)(=O)O)cc1. Yields the product N#Cc1nn(-c2c(Cl)cc(C(F)(F)F)cc2Cl)c(NCc2cnccn2)c1SC(F)(F)F. As a reaction SMILES: [C:66](=[O:67])([O-:68])[OH:69].[CH3:20][NH:21][CH3:22].[Cl:39][c:40]1[c:41](-[n:51]2[n:52][c:53]([C:64]#[N:65])[cH:54][c:55]2[NH:56][CH2:57][c:58]2[n:59][cH:60][cH:61][n:62][cH:63]2)[c:42]([Cl:50])[cH:43][c:44]([C:46]([F:47])([F:48])[F:49])[cH:45]1.[Cl:71][CH2:72][CH2:73][Cl:74].[F:1][C:2]([S:3]([O-:4])=[O:5])([F:6])[F:7].[K+:8].[Na+:70].[OH2:23].[S:35]([Cl:36])([Cl:37])=[O:38].[c:24]1([CH3:25])[cH:26][cH:27][c:28]([S:29]([OH:30])(=[O:31])=[O:32])[cH:33][cH:34]1.[c:9]1([CH3:10])[cH:11][cH:12][c:13]([S:14]([OH:15])(=[O:16])=[O:17])[cH:18][cH:19]1>>[F:1][C:2]([S:3][c:54]1[c:53]([C:64]#[N:65])[n:52][n:51](-[c:41]2[c:40]([Cl:39])[cH:45][c:44]([C:46]([F:47])([F:48])[F:49])[cH:43][c:42]2[Cl:50])[c:55]1[NH:56][CH2:57][c:58]1[n:59][cH:60][cH:61][n:62][cH:63]1)([F:6])[F:7].